This data is from the Open Reaction Database (ORD), a public repository of structured organic reaction records. The task is: describe an organic reaction: reactants, conditions, products, and yield Reaction SMILES: [Br:1][c:2]1[c:3]([CH:12]=[CH:13][C:14](=[O:15])[OH:16])[cH:4][cH:5][c:6]([C:8]([F:9])([F:10])[F:11])[cH:7]1.[NH2:17][c:18]1[cH:19][c:20]2[c:21]([n:22][cH:23][s:24]2)[cH:25][cH:26]1>>[Br:1][c:2]1[c:3]([CH:12]=[CH:13][C:14](=[O:16])[NH:17][c:18]2[cH:19][c:20]3[c:21]([n:22][cH:23][s:24]3)[cH:25][cH:26]2)[cH:4][cH:5][c:6]([C:8]([F:9])([F:10])[F:11])[cH:7]1. Product: O=C(C=Cc1ccc(C(F)(F)F)cc1Br)Nc1ccc2ncsc2c1. Reactants: O=C(O)C=Cc1ccc(C(F)(F)F)cc1Br, Nc1ccc2ncsc2c1. Reactants: ClCC=1CS[C@H]2N(C1C(=O)OCC1=CC=C(C=C1)OC)C(C2NC(C(=NOC(CC)C(=O)OC(C2=CC=CC=C2)C2=CC=CC=C2)C=2N=C(SC2)NC(C2=CC=CC=C2)(C2=CC=CC=C2)C2=CC=CC=C2)=O)=O (p-methoxybenzyl 3-chloromethyl-7-{2-(2-tritylamino-4-thiazolyl)-2-(1-diphenylmethoxycarbonylpropyloxyimino)acetamido}-ceph-3-em-4-carboxylate), [I-].[Na+] (sodium iodide). Solvent: CC(=O)C (acetone), CC(=O)C (acetone). The product is ICC=1CS[C@H]2N(C1C(=O)OCC1=CC=C(C=C1)OC)C(C2NC(C(=NOC(CC)C(=O)OC(C2=CC=CC=C2)C2=CC=CC=C2)C=2N=C(SC2)NC(C2=CC=CC=C2)(C2=CC=CC=C2)C2=CC=CC=C2)=O)=O (p-methoxybenzyl 3-iodomethyl-7-{2-(2-tritylamino-4-thiazolyl)-2-(1-diphenylmethoxycarbonyl-propyloxyimino) acetamido}-ceph-3-em-4-carboxylate). RXN SMILES: Cl[CH2:2][C:3]1[CH2:4][S:5][C@@H:6]2[CH:22]([NH:23][C:24](=[O:72])[C:25]([C:47]3[N:48]=[C:49]([NH:52][C:53]([C:66]4[CH:71]=[CH:70][CH:69]=[CH:68][CH:67]=4)([C:60]4[CH:65]=[CH:64][CH:63]=[CH:62][CH:61]=4)[C:54]4[CH:59]=[CH:58][CH:57]=[CH:56][CH:55]=4)[S:50][CH:51]=3)=[N:26][O:27][CH:28]([C:31]([O:33][CH:34]([C:41]3[CH:46]=[CH:45][CH:44]=[CH:43][CH:42]=3)[C:35]3[CH:40]=[CH:39][CH:38]=[CH:37][CH:36]=3)=[O:32])[CH2:29][CH3:30])[C:21](=[O:73])[N:7]2[C:8]=1[C:9]([O:11][CH2:12][C:13]1[CH:18]=[CH:17][C:16]([O:19][CH3:20])=[CH:15][CH:14]=1)=[O:10].[I-:74].[Na+]>CC(C)=O>[I:74][CH2:2][C:3]1[CH2:4][S:5][C@@H:6]2[CH:22]([NH:23][C:24](=[O:72])[C:25]([C:47]3[N:48]=[C:49]([NH:52][C:53]([C:66]4[CH:71]=[CH:70][CH:69]=[CH:68][CH:67]=4)([C:60]4[CH:65]=[CH:64][CH:63]=[CH:62][CH:61]=4)[C:54]4[CH:59]=[CH:58][CH:57]=[CH:56][CH:55]=4)[S:50][CH:51]=3)=[N:26][O:27][CH:28]([C:31]([O:33][CH:34]([C:41]3[CH:46]=[CH:45][CH:44]=[CH:43][CH:42]=3)[C:35]3[CH:40]=[CH:39][CH:38]=[CH:37][CH:36]=3)=[O:32])[CH2:29][CH3:30])[C:21](=[O:73])[N:7]2[C:8]=1[C:9]([O:11][CH2:12][C:13]1[CH:18]=[CH:17][C:16]([O:19][CH3:20])=[CH:15][CH:14]=1)=[O:10] |f:1.2|. Reported procedure: 100 mg (0.1 mmol) of p-methoxybenzyl 3-chloromethyl-7-{2-(2-tritylamino-4-thiazolyl)-2-(1-diphenylmethoxycarbonylpropyloxyimino)acetamido}-ceph-3-em-4-carboxylate-syn isomer was dissolved in 1 ml of acetone, and 0.5 ml of acetone solution containing 28 mg (0.19 mmol) of sodium iodide was added to the resulting solution at room temperature and reacted for 40 minutes. After the reaction, the solvent was distilled out, methylene chloride was added to the residue, the insoluble materials were filtra...